This data is from the Open Reaction Database (ORD), a public repository of structured organic reaction records. The task is: describe an organic reaction: reactants, conditions, products, and yield RXN SMILES: [C:1]1(=O)[CH2:5][CH2:4][CH2:3][CH2:2]1.[H-].[Na+].[CH3:9]I.[CH3:11][N:12]([CH:14]=O)[CH3:13]>>[CH3:11][N:12]1[C:13]2[C:2](=[CH:3][CH:4]=[CH:5][CH:1]=2)[CH:9]=[CH:14]1 |f:1.2|. Yield: 77.0%. Reactants: C1(CCCC1)=O (cyclopentanone), intermediate 1-3, [H-].[Na+] (NaH), CN(C)C=O (DMF), CI (MeI). Procedure details: To a solution of the cyclopentanone adduct intermediate 1-3 from step 2 (3.81 g, 14.8 mmol) in anhydrous DMF (150 mL) at 0° C., NaH (60% dispersion in oil, 770 mg, 19.2 mmol) was added slowly. The reaction mixture was stirred at 0° C. for 5 min, then MeI (1.2 mL, 19.2 mmol) was added drop-wise and stirring was continued at 0° C. for 3 h. The mixture was allowed to warm-up to RT and was quenched by the addition of aqueous saturated NH4Cl (200 mL). The mixture was extracted with EtOAc (2×500 mL) a... Product: CN1C=CC2=CC=CC=C12 (N-methylindole), 1-4. Run at temperature 0 celsius, time 5 minute. RXN SMILES: [CH3:1][CH:2]1[CH2:3][N:4]([C:14]([O:15][C:16]([CH3:17])([CH3:18])[CH3:19])=[O:20])[CH2:5][CH2:6][N:7]1[c:8]1[cH:9][cH:10][cH:11][cH:12][cH:13]1.[CH3:22][CH2:23][O:24][C:25](=[O:26])[CH3:27].[ClH:21]>>[CH3:1][CH:2]1[CH2:3][NH:4][CH2:5][CH2:6][N:7]1[c:8]1[cH:9][cH:10][cH:11][cH:12][cH:13]1.[ClH:21]. The reactants are CC1CN(C(=O)OC(C)(C)C)CCN1c1ccccc1, CCOC(C)=O, Cl. Product: CC1CNCCN1c1ccccc1, Cl. Reactants: CCOCC, O=S(=O)(O)Cl, COc1ccc(C=C2CCCCC2NCCCO)cc1. The product is COc1ccc(C=C2CCCCC2N2CCC2)cc1. Reaction SMILES: [CH3:26][CH2:27][O:28][CH2:29][CH3:30].[Cl:1][S:2]([OH:3])(=[O:4])=[O:5].[OH:6][CH2:7][CH2:8][CH2:9][NH:10][CH:11]1[C:12](=[CH:17][c:18]2[cH:19][cH:20][c:21]([O:24][CH3:25])[cH:22][cH:23]2)[CH2:13][CH2:14][CH2:15][CH2:16]1>>[CH2:7]1[CH2:8][CH2:9][N:10]1[CH:11]1[C:12](=[CH:17][c:18]2[cH:19][cH:20][c:21]([O:24][CH3:25])[cH:22][cH:23]2)[CH2:13][CH2:14][CH2:15][CH2:16]1. The reactants are CS(=O)(=O)C1=C(C=C(C=O)C=C1)C(F)(F)F (4-methanesulfonyl-3-trifluoromethyl-benzaldehyde), [N+](=O)([O-])CC (nitroethane), C(C)(=O)[O-].[NH4+] (ammonium acetate). The solvent is ClCCl (dichloromethane). The product is CS(=O)(=O)C1=C(C=C(C=C1)C=C(C)[N+](=O)[O-])C(F)(F)F (1-Methanesulfonyl-4-(2-nitro-propenyl)-2-trifluoromethyl-benzene). Reaction SMILES: [CH3:1][S:2]([C:5]1[CH:12]=[CH:11][C:8]([CH:9]=O)=[CH:7][C:6]=1[C:13]([F:16])([F:15])[F:14])(=[O:4])=[O:3].[N+:17]([CH2:20][CH3:21])([O-:19])=[O:18].C([O-])(=O)C.[NH4+]>ClCCl>[CH3:1][S:2]([C:5]1[CH:12]=[CH:11][C:8]([CH:9]=[C:20]([N+:17]([O-:19])=[O:18])[CH3:21])=[CH:7][C:6]=1[C:13]([F:16])([F:15])[F:14])(=[O:4])=[O:3] |f:2.3|. Reported procedure: A stirred mixture of 4-methanesulfonyl-3-trifluoromethyl-benzaldehyde (Example 5001a) (12 g, 47 mmol), nitroethane (27.5 ml, 380 mol) and ammonium acetate (1.22 g, 16 mmol) is heated at reflux under argon for 18 hours. The mixture is concentrated to give an oil which is dissolved in dichloromethane (200 ml) and washed with water (3×200 ml), followed by brine (200 ml). The organic extract is dried (MgSO4), filtered and the solvent removed to give the product as red oil. This is used immediately i... The reactants are C1COCCO1, CN, O=C(O)c1cc(Cl)cnc1Cl. Product: CNc1ncc(Cl)cc1C(=O)O. Reaction SMILES: [CH2:14]1[O:15][CH2:16][CH2:17][O:18][CH2:19]1.[CH3:12][NH2:13].[Cl:1][c:2]1[c:3]([C:4](=[O:5])[OH:6])[cH:7][c:8]([Cl:11])[cH:9][n:10]1>>[c:2]1([NH:13][CH3:12])[c:3]([C:4](=[O:5])[OH:6])[cH:7][c:8]([Cl:11])[cH:9][n:10]1.